From a dataset of the Open Reaction Database (ORD), a public repository of structured organic reaction records. describe an organic reaction: reactants, conditions, products, and yield Reactants: FC1=C(C=CC(=C1)F)C1=NC(=NC=N1)NC1=CC(=CC=C1)CS(=O)(=O)C (4-(2,4-difluorophenyl)-N-{3-[(methylsulfonyl)methyl]phenyl}-1,3,5-triazin-2-amine), intermediate 42.1, FC(C1=CC=C(CO)C=C1)(F)F (4-(trifluoromethyl)benzyl alcohol). The product is FC1=CC(=C(C=C1)C1=NC(=NC=N1)NC1=CC(=CC=C1)CS(=O)(=O)C)OCC1=CC=C(C=C1)C(F)(F)F (4-(4-Fluoro-2-{[4-(trifluoromethyl)benzyl]oxy}phenyl)-N-{3-[(methylsulfonyl)-methyl]phenyl}-1,3,5-triazin-2-amine). RXN SMILES: F[C:2]1[CH:7]=[C:6]([F:8])[CH:5]=[CH:4][C:3]=1[C:9]1[N:14]=[CH:13][N:12]=[C:11]([NH:15][C:16]2[CH:21]=[CH:20][CH:19]=[C:18]([CH2:22][S:23]([CH3:26])(=[O:25])=[O:24])[CH:17]=2)[N:10]=1.[F:27][C:28]([F:38])([F:37])[C:29]1[CH:36]=[CH:35][C:32]([CH2:33][OH:34])=[CH:31][CH:30]=1>>[F:8][C:6]1[CH:5]=[CH:4][C:3]([C:9]2[N:14]=[CH:13][N:12]=[C:11]([NH:15][C:16]3[CH:21]=[CH:20][CH:19]=[C:18]([CH2:22][S:23]([CH3:26])(=[O:25])=[O:24])[CH:17]=3)[N:10]=2)=[C:2]([O:34][CH2:33][C:32]2[CH:31]=[CH:30][C:29]([C:28]([F:27])([F:37])[F:38])=[CH:36][CH:35]=2)[CH:7]=1. Reported procedure: Starting with 4-(2,4-difluorophenyl)-N-{3-[(methylsulfonyl)methyl]phenyl}-1,3,5-triazin-2-amine (70 mg; 0.184 mmol), intermediate 42.1, and 4-(trifluoromethyl)benzyl alcohol (132 mg; 0.736 mmol), example 73 was prepared analogously to the procedure for the preparation of example 42. Starting materials: ClC1=CC=C(C(C(=O)[O-])=C1)N.[NH4+] (ammonium 5-chloroanthranilate), C(OC)([O-])[O-] (methyl orthoformate). The product is ClC=1C=C2C(NC=NC2=CC1)=O (6-chloroquinazolin-4-one). Run at time 2 hour. Solvent: CO (methanol). Reported procedure: In a 2-mL volume stainless steel pressure-resistant vessel were placed 340 mg (1.8 mmol) of ammonium 5-chloroanthranilate (prepared in the same manner as in Reference Example 3), 400 mg (3.6 mmol) of methyl orthoformate, and 1.5 mL of methanol. The reaction was carried out at 120° C. for 2 hours. After the reaction was complete, the reaction mixture was cooled to room temperature and analyzed (according to absolute quantitative analysis) by high performance liquid chromatography. There was produ... Yield: 94.4%. Reaction SMILES: [Cl:1][C:2]1[CH:10]=[C:6]([C:7]([O-])=[O:8])[C:5]([NH2:11])=[CH:4][CH:3]=1.[NH4+:12].[CH:13]([O-])([O-])OC>CO>[Cl:1][C:2]1[CH:10]=[C:6]2[C:5](=[CH:4][CH:3]=1)[N:11]=[CH:13][NH:12][C:7]2=[O:8] |f:0.1|. Reactants: O=C(O)c1ccccc1F, CC(O)C(F)(F)F, [H-], [Na+], C1COCCO1, O. The product is CC(Oc1ccccc1C(=O)O)C(F)(F)F. As a reaction SMILES: [F:10][c:11]1[c:12]([C:13](=[O:14])[OH:15])[cH:16][cH:17][cH:18][cH:19]1.[F:1][C:2]([CH:3]([CH3:4])[OH:5])([F:6])[F:7].[H-:9].[Na+:8].[O:21]1[CH2:22][CH2:23][O:24][CH2:25][CH2:26]1.[OH2:20]>>[F:1][C:2]([CH:3]([CH3:4])[O:5][c:11]1[c:12]([C:13](=[O:14])[OH:15])[cH:16][cH:17][cH:18][cH:19]1)([F:6])[F:7].